From a dataset of the Open Reaction Database (ORD), a public repository of structured organic reaction records. describe an organic reaction: reactants, conditions, products, and yield Run at time 2 hour. RXN SMILES: [CH2:1]([C:3]1[N:7]([C:8]2[N:16]=[C:15]3[C:11]([N:12]=[C:13]([CH:18]=O)[N:14]3[CH3:17])=[C:10]([N:20]3[CH2:25][CH2:24][O:23][CH2:22][CH2:21]3)[N:9]=2)[C:6]2[CH:26]=[CH:27][CH:28]=[CH:29][C:5]=2[N:4]=1)[CH3:2].FC(F)(F)C(O)=O.[CH2:37]1[C:40]2([CH2:45][CH2:44][NH:43][CH2:42][CH2:41]2)[CH2:39][O:38]1.COC(OC)OC.C(O)(=O)C.C(O[BH-](OC(=O)C)OC(=O)C)(=O)C.[Na+]>ClCCCl>[CH2:1]([C:3]1[N:7]([C:8]2[N:16]=[C:15]3[C:11]([N:12]=[C:13]([CH2:18][N:43]4[CH2:44][CH2:45][C:40]5([CH2:37][O:38][CH2:39]5)[CH2:41][CH2:42]4)[N:14]3[CH3:17])=[C:10]([N:20]3[CH2:25][CH2:24][O:23][CH2:22][CH2:21]3)[N:9]=2)[C:6]2[CH:26]=[CH:27][CH:28]=[CH:29][C:5]=2[N:4]=1)[CH3:2] |f:1.2,5.6|. Solvent: ClCCCl (DCE). Yield: 69.1%. Yields the product C(C)C1=NC2=C(N1C1=NC(=C3N=C(N(C3=N1)C)CN1CCC3(COC3)CC1)N1CCOCC1)C=CC=C2 (7-((2-(2-ethyl-1H-benzo[d]imidazol-1-yl)-9-methyl-6-morpholino-9H-purin-8-yl)methyl)-2-oxa-7-azaspiro[3.5]nonane). Procedure details: A mixture of 2-(2-ethylbenzoimidazol-1-yl)-9-methyl-6-morpholin-4-yl-9H-purine-8-carbaldehyde (0.075 g, 0.19 mmol), 2-oxa-7-azaspiro[3.5]nonane trifluoroacetate (0.05 g, 0.20 mmol) in DCE (2 mL), trimethoxymethane (0.204 mL, 1.9 mmol) and acetic acid (0.011 mL, 0.2 mmol) was stirred for 2 h at room temperature. Sodium triacetoxyborohydride (0.061 g, 0.29 mmol) was added and the reaction mixture was stirred for 18 h at room temperature. The reaction mixture was partitioned between DCM and water, ... Reactants: C(C)C1=NC2=C(N1C1=NC(=C3N=C(N(C3=N1)C)C=O)N1CCOCC1)C=CC=C2 (2-(2-ethylbenzoimidazol-1-yl)-9-methyl-6-morpholin-4-yl-9H-purine-8-carbaldehyde), FC(C(=O)O)(F)F.C1OCC12CCNCC2 (2-oxa-7-azaspiro[3.5]nonane trifluoroacetate), COC(OC)OC (trimethoxymethane), C(C)(=O)O (acetic acid), C(C)(=O)O[BH-](OC(C)=O)OC(C)=O.[Na+] (Sodium triacetoxyborohydride).